Dataset: the Open Reaction Database (ORD), a public repository of structured organic reaction records. Task: describe an organic reaction: reactants, conditions, products, and yield The reactants are N1C(CC2=CC=CC=C12)=O (2-oxindole), C(C1=CC=CC=C1)(=O)N=C=O (benzoyl isocyanate). Run in C1(=CC=CC=C1)C (toluene). The product is C(C1=CC=CC=C1)(=O)NC(=O)N1C(CC2=CC=CC=C12)=O (N-Benzoyl-2-oxindole-1-carboxamide). The yield is 15.6%. RXN SMILES: [NH:1]1[C:9]2[C:4](=[CH:5][CH:6]=[CH:7][CH:8]=2)[CH2:3][C:2]1=[O:10].[C:11]([N:19]=[C:20]=[O:21])(=[O:18])[C:12]1[CH:17]=[CH:16][CH:15]=[CH:14][CH:13]=1>C1(C)C=CC=CC=1>[C:11]([NH:19][C:20]([N:1]1[C:9]2[C:4](=[CH:5][CH:6]=[CH:7][CH:8]=2)[CH2:3][C:2]1=[O:10])=[O:21])(=[O:18])[C:12]1[CH:17]=[CH:16][CH:15]=[CH:14][CH:13]=1. Procedure details: To a stirred slurry of 399 mg (3.0 mmole) of 2-oxindole in 7 ml of toluene was added 485 mg (3.3 mmole) of benzoyl isocyanate. The mixture was heated under reflux for 2.2 hours and then it was cooled to room temperature. The solid was recovered by filtration and it was then dissolved in ca. 10 ml of hot acetonitrile. The acetonitrile solution was decolorized using activated carbon and then allowed to cool and the precipitate was recovered by filtration. Recrystallization of the precipitate from ...